Dataset: the Open Reaction Database (ORD), a public repository of structured organic reaction records. Task: describe an organic reaction: reactants, conditions, products, and yield Solvent: O1CCOCC1 (dioxane), C(C)(=O)OCC (ethyl acetate). The product is N1=CC(=CC=C1)COC(NCC1=CC=C(C=C1)C(=O)NC1=NC(=CC=C1NC(=O)OC(C)(C)C)Cl)=O (pyridin-3-ylmethyl{[4-({[6-chloro-3-({[(1,1-dimethylethyl)oxy]carbonyl}amino)pyridin-2-yl]amino}carbonyl)phenyl]methyl}carbamate). As a reaction SMILES: [N:1]1[CH:6]=[CH:5][CH:4]=[C:3]([CH2:7][O:8][C:9](=[O:21])[NH:10][CH2:11][C:12]2[CH:17]=[CH:16][C:15]([C:18]([NH2:20])=[O:19])=[CH:14][CH:13]=2)[CH:2]=1.CC([N:26]([C:30]1[C:31](Cl)=[N:32][C:33]([Cl:36])=[CH:34][CH:35]=1)[C:27](=[O:29])[O-:28])(C)C.[CH3:38][C:39]1(C)[C:65]2C(=C(P(C3C=CC=CC=3)C3C=CC=CC=3)C=CC=2)OC2C(P(C3C=CC=CC=3)C3C=CC=CC=3)=CC=C[C:40]1=2.[O-]P([O-])([O-])=O.[K+].[K+].[K+]>O1CCOCC1.C(OCC)(=O)C.C1C=CC(/C=C/C(/C=C/C2C=CC=CC=2)=O)=CC=1.C1C=CC(/C=C/C(/C=C/C2C=CC=CC=2)=O)=CC=1.C1C=CC(/C=C/C(/C=C/C2C=CC=CC=2)=O)=CC=1.[Pd].[Pd]>[N:1]1[CH:6]=[CH:5][CH:4]=[C:3]([CH2:7][O:8][C:9](=[O:21])[NH:10][CH2:11][C:12]2[CH:13]=[CH:14][C:15]([C:18]([NH:20][C:31]3[C:30]([NH:26][C:27]([O:28][C:39]([CH3:65])([CH3:40])[CH3:38])=[O:29])=[CH:35][CH:34]=[C:33]([Cl:36])[N:32]=3)=[O:19])=[CH:16][CH:17]=2)[CH:2]=1 |f:3.4.5.6,9.10.11.12.13|. The reagents and catalysts are C=1C=CC(=CC1)/C=C/C(=O)/C=C/C2=CC=CC=C2.C=1C=CC(=CC1)/C=C/C(=O)/C=C/C2=CC=CC=C2.C=1C=CC(=CC1)/C=C/C(=O)/C=C/C2=CC=CC=C2.[Pd].[Pd] (Pd2(dba)3). Run at temperature 100 celsius. Procedure: A solution of pyridin-3-ylmethyl{[4-(aminocarbonyl)phenyl]methyl}carbamate (0.2 g, 0.70 mmol), 1,1-dimethylethyl(2,6-dichloropyridin-3-yl)carbamate (0.18 g, 0.70 mmol), Pd2(dba)3 (32 mg, 0.035 mmol), Xantphos (41 mg, 0.07 mmol) and K3PO4 (0.45 g, 2.1 mmol) in dioxane (3 mL) was degassed with nitrogen, sealed and heated to 100° C. for 14 hours. The reaction was diluted with ethyl acetate (50 mL), filtered through Celite and evaporated in vacuo. Purification by flash chromatography (0-3% methanol/... Starting materials: N1=CC(=CC=C1)COC(NCC1=CC=C(C=C1)C(=O)N)=O (pyridin-3-ylmethyl{[4-(aminocarbonyl)phenyl]methyl}carbamate), CC(C)(C)N(C([O-])=O)C=1C(=NC(=CC1)Cl)Cl (1,1-dimethylethyl(2,6-dichloropyridin-3-yl)carbamate), CC1(C2=C(C(=CC=C2)P(C3=CC=CC=C3)C4=CC=CC=C4)OC5=C(C=CC=C51)P(C6=CC=CC=C6)C7=CC=CC=C7)C (Xantphos), [O-]P(=O)([O-])[O-].[K+].[K+].[K+] (K3PO4). Starting materials: OC1=CC(=NC=C1)C(=O)O (4-hydroxypicolinic acid), OS(=O)(=O)O (H2SO4), CO (MeOH). Product: OC1=CC(=NC=C1)C(=O)OC (methyl 4-hydroxypicolinate). Reaction SMILES: [OH:1][C:2]1[CH:7]=[CH:6][N:5]=[C:4]([C:8]([OH:10])=[O:9])[CH:3]=1.OS(O)(=O)=O.[CH3:16]O>>[OH:1][C:2]1[CH:7]=[CH:6][N:5]=[C:4]([C:8]([O:10][CH3:16])=[O:9])[CH:3]=1. Procedure: A mixture of commercially available 4-hydroxypicolinic acid (3.000 g; 21.56 mmol) and concentrated H2SO4 (0.6 ml) in anh. MeOH (40 ml) was refluxed, under nitrogen, for 22 h. MeOH was removed under reduced pressure, and the residue was basified by addition of a solution of 10% aq. NaHCO3. The mixture was then extracted with DCM (3×), and the mixed organic layers were dried over anh. MgSO4, filtered, and concentrated to dryness under reduced pressure affording methyl 4-hydroxypicolinate as a beig...